From a dataset of the Open Reaction Database (ORD), a public repository of structured organic reaction records. describe an organic reaction: reactants, conditions, products, and yield The reactants are IC1=CC=C(C=C1)NCCN1CCCC1 ((4-iodo-phenyl)-(2-pyrrolidin-1-yl-ethyl)-amine), ClC1=CC=C(C=C1)C=1C=CC(=NC1)C#C (5-(4-chloro-phenyl)-2-ethynyl-pyridine). Yields the product ClC1=CC=C(C=C1)C=1C=CC(=NC1)C#CC1=CC=C(C=C1)NCCN1CCCC1 ({4-[5-(4-chloro-phenyl)-pyridin-2-ylethynyl]-phenyl}-(2-pyrrolidin-1-yl-ethyl)-amine). Reaction SMILES: I[C:2]1[CH:7]=[CH:6][C:5]([NH:8][CH2:9][CH2:10][N:11]2[CH2:15][CH2:14][CH2:13][CH2:12]2)=[CH:4][CH:3]=1.[Cl:16][C:17]1[CH:22]=[CH:21][C:20]([C:23]2[CH:24]=[CH:25][C:26]([C:29]#[CH:30])=[N:27][CH:28]=2)=[CH:19][CH:18]=1>>[Cl:16][C:17]1[CH:18]=[CH:19][C:20]([C:23]2[CH:24]=[CH:25][C:26]([C:29]#[C:30][C:2]3[CH:7]=[CH:6][C:5]([NH:8][CH2:9][CH2:10][N:11]4[CH2:15][CH2:14][CH2:13][CH2:12]4)=[CH:4][CH:3]=3)=[N:27][CH:28]=2)=[CH:21][CH:22]=1. Reported procedure: Prepared according to general working method I from (4-iodo-phenyl)-(2-pyrrolidin-1-yl-ethyl)-amine (450 mg, 1.42 mmol) and 5-(4-chloro-phenyl)-2-ethynyl-pyridine (450 mg, 2.11 mmol). Starting materials: C(C)OC(C(CNC(=O)CC1=CC(=C(C=C1)OC)OC)C1=CC(=C(C=C1)OC)OC)=O (2-(3,4-dimethoxyphenyl)-3-{{[(3,4-dimethoxyphenyl)methyl]carbonyl}amino}propanoic acid ethyl ester), P(=O)(Cl)(Cl)Cl (phosphorus oxychloride). Solvent: C(C)#N (acetonitrile). The product is C(C)OC(=O)C1CN=C(C2=CC(=C(C=C12)OC)OC)CC1=CC(=C(C=C1)OC)OC.Cl (hydrochloride 3,4-dihydro-6,7-dimethoxy-1-[(3,4-dimethoxyphenyl)methyl]-4-isoquinoline carboxylic acid ethyl ester). Isolated yield 88.7%. As a reaction SMILES: [CH2:1]([O:3][C:4](=[O:31])[CH:5]([C:21]1[CH:26]=[CH:25][C:24]([O:27][CH3:28])=[C:23]([O:29][CH3:30])[CH:22]=1)[CH2:6][NH:7][C:8]([CH2:10][C:11]1[CH:16]=[CH:15][C:14]([O:17][CH3:18])=[C:13]([O:19][CH3:20])[CH:12]=1)=O)[CH3:2].P(Cl)(Cl)([Cl:34])=O>C(#N)C>[CH2:1]([O:3][C:4]([CH:5]1[C:21]2[C:26](=[CH:25][C:24]([O:27][CH3:28])=[C:23]([O:29][CH3:30])[CH:22]=2)[C:8]([CH2:10][C:11]2[CH:16]=[CH:15][C:14]([O:17][CH3:18])=[C:13]([O:19][CH3:20])[CH:12]=2)=[N:7][CH2:6]1)=[O:31])[CH3:2].[ClH:34] |f:3.4|. Reported procedure: A mixture of 430 g (1.0 mole) of 2-(3,4-dimethoxyphenyl)-3-{{[(3,4-dimethoxyphenyl)methyl]carbonyl}amino}propanoic acid ethyl ester, 4300 ml of acetonitrile and 430 g of phosphorus oxychloride was refluxed for 1 hour and evaporated in vacuo. Crystallization of the residue from ethanol provided 399 g of the hydrochloride 3,4-dihydro-6,7-dimethoxy-1-[(3,4-dimethoxyphenyl)methyl]-4-isoquinoline carboxylic acid ethyl ester as a yellow solid, mp 213°-214° dec. RXN SMILES: CC1C=CC(S(O[CH2:12][C:13]2[N:18]=[C:17]([N:19]3[CH2:23][CH2:22][CH2:21][CH:20]3[C:24]3[O:28][N:27]=[C:26]([C:29]4[CH:34]=[CH:33][CH:32]=[CH:31][N:30]=4)[CH:25]=3)[N:16]=[C:15]([NH:35][CH:36]3[CH:40]=[C:39]([CH3:41])[NH:38][N:37]3S(C3C=CC(C)=CC=3)(=O)=O)[CH:14]=2)(=O)=O)=CC=1.[CH3:52][NH2:53].C1COCC1>>[CH3:52][NH:53][CH2:12][C:13]1[N:18]=[C:17]([N:19]2[CH2:23][CH2:22][CH2:21][CH:20]2[C:24]2[O:28][N:27]=[C:26]([C:29]3[CH:34]=[CH:33][CH:32]=[CH:31][N:30]=3)[CH:25]=2)[N:16]=[C:15]([NH:35][C:36]2[CH:40]=[C:39]([CH3:41])[NH:38][N:37]=2)[CH:14]=1. Product: CNCC1=CC(=NC(=N1)N1C(CCC1)C1=CC(=NO1)C1=NC=CC=C1)NC1=NNC(=C1)C (6-(Methylaminomethyl)-2-{2-[3-(pyrid-2-yl)isoxazol-5-yl]pyrrolidin-1-yl}-4-(5-methyl-1H-pyrazol-3-ylamino)pyrimidine). The yield is 77.0%. Procedure: A mixture of 6-[(4-methylphenylsulphonyloxy)methyl]-2-{2-[3-(pyrid-2-yl)isoxazol-5-yl]pyrrolidin-1-yl}-4-(5-methyl-2-N-[4-methylphenylsulphonyl]-1H-pyrazol-3-ylamino)pyrimidine (Method 52) (190 mg, 0.26 mmol) and a solution of 2N methylamine in THF (5 ml, 10 mmol) were heated at 90° C. in a sealed vessel under microwave irradiation for 1 hour. The volatiles were removed by evaporation and the residue purified by reverse phase HPLC using a C18 column eluting with water/acetonitrile/TFA (95:5:0.2 ... Starting materials: CC1=CC=C(C=C1)S(=O)(=O)OCC1=CC(=NC(=N1)N1C(CCC1)C1=CC(=NO1)C1=NC=CC=C1)NC1N(NC(=C1)C)S(=O)(=O)C1=CC=C(C=C1)C (6-[(4-methylphenylsulphonyloxy)methyl]-2-{2-[3-(pyrid-2-yl)isoxazol-5-yl]pyrrolidin-1-yl}-4-(5-methyl-2-N-[4-methylphenylsulphonyl]-1H-pyrazol-3-ylamino)pyrimidine), CN (methylamine), C1CCOC1 (THF).